This data is from the Open Reaction Database (ORD), a public repository of structured organic reaction records. The task is: describe an organic reaction: reactants, conditions, products, and yield The reactants are C(C)OP(OCC)OCC (triethylphosphite), B(F)(F)F.CCOCC (boron trifluoride etherate), OC(CCCCN1C(=O)N(C=2N=CN(C2C1=O)C)C)C (1-(5-hydroxyhexyl)-3,7-dimethylxanthine), C[Si](C)(C)N=[N+]=[N-] (trimethylsilylazide), O.C1(=CC=C(C=C1)S(=O)(=O)O)C (p-toluenesulfonic acid monohydrate). Solvent: CCCCC (pentane), O (water), O (water). Reaction conditions: time 6 hour. The product is NC(CCCCN1C(=O)N(C=2N=CN(C2C1=O)C)C)C (1-(5-aminohexyl)-3,7-dimethylxanthine). Yield: 50.0%. As a reaction SMILES: B(F)(F)F.CCOCC.O[CH:11]([CH3:29])[CH2:12][CH2:13][CH2:14][CH2:15][N:16]1[C:25](=[O:26])[C:24]2[N:23]([CH3:27])[CH:22]=[N:21][C:20]=2[N:19]([CH3:28])[C:17]1=[O:18].C[Si]([N:34]=[N+]=[N-])(C)C.C(OP(OCC)OCC)C.O.C1(C)C=CC(S(O)(=O)=O)=CC=1>CCCCC.O>[NH2:34][CH:11]([CH3:29])[CH2:12][CH2:13][CH2:14][CH2:15][N:16]1[C:25](=[O:26])[C:24]2[N:23]([CH3:27])[CH:22]=[N:21][C:20]=2[N:19]([CH3:28])[C:17]1=[O:18] |f:0.1,5.6|. Reported procedure: The method described in Koziara and Zwierzak, Tetrahedron Letters 28:6513-6516,1987 was followed to make CT1520. Briefly, boron trifluoride etherate (0.06 mol) was added dropwise at 10°-30° C. to a stirred solution of 1-(5-hydroxyhexyl)-3,7-dimethylxanthine (0.05 mol) and trimethylsilylazide (0.06 mol) in pentane (50 ml). After 24 hours at room temperature the mixture was poured into 100 mls of water. The organic phase was separated, washed with a 10% solution of sodium bicarbonate, and dried ov... Starting materials: C1CCOC1, I, [NH4+], [OH-], COc1c(O)ccc(C=O)c1[N+](=O)[O-]. Product: COc1c(O)ccc(C#N)c1[N+](=O)[O-]. RXN SMILES: [CH2:18]1[O:19][CH2:20][CH2:21][CH2:22]1.[I:17].[NH4+:15].[OH-:16].[OH:1][c:2]1[c:3]([O:13][CH3:14])[c:4]([N+:10](=[O:11])[O-:12])[c:5]([CH:6]=[O:7])[cH:8][cH:9]1>>[OH:1][c:2]1[c:3]([O:13][CH3:14])[c:4]([N+:10](=[O:11])[O-:12])[c:5]([C:6]#[N:15])[cH:8][cH:9]1.